This data is from the Open Reaction Database (ORD), a public repository of structured organic reaction records. The task is: describe an organic reaction: reactants, conditions, products, and yield The reactants are F[B-](F)(F)F, [BH4-], CSc1ccc(C(O)CSC2C(=O)N(c3ccc(F)cc3)C2c2ccc(OCC(=O)O)cc2)cc1, NCC(=O)NC(CC1CCCCC1)C(=O)O, [Na+], CN(C)C=O, CN(C)C(On1nnc2ccccc21)=[N+](C)C. Product: CSc1ccc(C(O)CSC2C(=O)N(c3ccc(F)cc3)C2c2ccc(OCC(=O)NCC(=O)NC(CC3CCCCC3)C(=O)O)cc2)cc1. Reaction SMILES: [B-:36]([F:37])([F:38])([F:39])[F:40].[BH4-:74].[F:1][c:2]1[cH:3][cH:4][c:5]([N:8]2[CH:9]([c:25]3[cH:26][cH:27][c:28]([O:29][CH2:30][C:31](=[O:32])[OH:33])[cH:34][cH:35]3)[CH:10]([S:13][CH2:14][CH:15]([c:16]3[cH:17][cH:18][c:19]([S:22][CH3:23])[cH:20][cH:21]3)[OH:24])[C:11]2=[O:12])[cH:6][cH:7]1.[NH2:58][CH2:59][C:60](=[O:61])[NH:62][CH:63]([CH2:64][CH:65]1[CH2:66][CH2:67][CH2:68][CH2:69][CH2:70]1)[C:71](=[O:72])[OH:73].[Na+:75].[O:76]=[CH:77][N:78]([CH3:79])[CH3:80].[n:41]1([O:42][C:43]([N:44]([CH3:45])[CH3:46])=[N+:47]([CH3:48])[CH3:49])[c:50]2[cH:51][cH:52][cH:53][cH:54][c:55]2[n:56][n:57]1>>[F:1][c:2]1[cH:3][cH:4][c:5]([N:8]2[CH:9]([c:25]3[cH:26][cH:27][c:28]([O:29][CH2:30][C:31](=[O:32])[NH:58][CH2:59][C:60](=[O:61])[NH:62][CH:63]([CH2:64][CH:65]4[CH2:66][CH2:67][CH2:68][CH2:69][CH2:70]4)[C:71](=[O:72])[OH:73])[cH:34][cH:35]3)[CH:10]([S:13][CH2:14][CH:15]([c:16]3[cH:17][cH:18][c:19]([S:22][CH3:23])[cH:20][cH:21]3)[OH:24])[C:11]2=[O:12])[cH:6][cH:7]1.